From a dataset of the Open Reaction Database (ORD), a public repository of structured organic reaction records. describe an organic reaction: reactants, conditions, products, and yield Starting materials: C(C)OC(=O)C=1C(NC(N(C1)COCCC)=O)C1=CC=C(C=C1)F (4-(4-Fluoro-phenyl)-2-oxo-1-propoxymethyl-1,2,3,4-tetrahydro-pyrimidine-5-carboxylic acid ethyl ester), C[Si](N[Si](C)(C)C)(C)C.[K] (potassium hexamethyldisilazane), [NH4+].[Cl-] (NH4Cl), CI (Methyl iodide). The solvent is C1CCOC1 (THF). Conditions: temperature 0 celsius, time 1 hour. Product: C(C)OC(=O)C=1C(N(C(N(C1)COCCC)=O)C)C1=CC=C(C=C1)F (4-(4-fluoro-phenyl)-3-methyl-2-oxo-1-propoxymethyl-1,2,3,4-tetrahydro-pyrimidine-5-carboxylic acid ethyl ester). Isolated yield 104.6%. RXN SMILES: [CH2:1]([O:3][C:4]([C:6]1[CH:7]([C:18]2[CH:23]=[CH:22][C:21]([F:24])=[CH:20][CH:19]=2)[NH:8][C:9](=[O:17])[N:10]([CH2:12][O:13][CH2:14][CH2:15][CH3:16])[CH:11]=1)=[O:5])[CH3:2].[CH3:25][Si](C)(C)N[Si](C)(C)C.[K].CI.[NH4+].[Cl-]>C1COCC1>[CH2:1]([O:3][C:4]([C:6]1[CH:7]([C:18]2[CH:23]=[CH:22][C:21]([F:24])=[CH:20][CH:19]=2)[N:8]([CH3:25])[C:9](=[O:17])[N:10]([CH2:12][O:13][CH2:14][CH2:15][CH3:16])[CH:11]=1)=[O:5])[CH3:2] |f:1.2,4.5,^1:33|. Reported procedure: To a solution of 4-(4-Fluoro-phenyl)-2-oxo-1-propoxymethyl-1,2,3,4-tetrahydro-pyrimidine-5-carboxylic acid ethyl ester (152 mg, 0.39 mmol) in THF (3 mL) was added potassium hexamethyldisilazane (0.92 mL of 1M toluene solution, 0.46 mmol) at 0° C. under Ar. The mixture was stirred for 1 h at 0° C. Methyl iodide (0.23 mL of 2M solution in tert-butyl methyl ether) was added at 0° C., and the mixture was stirred at 0° C. overnight. Saturated aqueous NH4Cl was added, and the mixture was extracted wit... Starting materials: P(O)(O)(O)=O (phosphoric acid), [O-]P(=O)=O.[K+] (potassium polymetaphosphate), P(=O)([O-])([O-])[O-] (phosphate). The product is P(O)(O)(O)=O.P(=O)([O-])([O-])[O-] (phosphoric acid phosphate). As a reaction SMILES: [P:1](=[O:5])([OH:4])([OH:3])[OH:2].[O-]P(=O)=O.[K+].[P:11]([O-:15])([O-:14])([O-:13])=[O:12]>>[P:1](=[O:2])([OH:5])([OH:4])[OH:3].[P:11]([O-:15])([O-:14])([O-:13])=[O:12] |f:1.2,4.5|. Procedure: To 190 g of 85% phosphoric acid was added 30 g of potassium polymetaphosphate. The acid was warmed until the phosphate dissolved, then was cooled to room temperature to obtain a clear, syrupy, phosphoric acid-phosphate solution. Product: N1(CCOCC1)C1=NC=C(C(=O)O)C=C1 (6-Morpholin-4-yl-nicotinic acid). Procedure: 3.00 g 6-chloronicotinic acid in 24 ml dry acetonitrile were mixed with 16.6 ml morpholine and heated to reflux for 48 hrs. The mixture was evaporated under vacuum and the residue dissolved in water. The crude product was precipitated by addition of 10% aqueous acetic acid, isolated by filtration and washed with water and methanol to give 1.83 g of the title compound. The reactants are ClC1=NC=C(C(=O)O)C=C1 (6-chloronicotinic acid), N1CCOCC1 (morpholine). RXN SMILES: Cl[C:2]1[CH:10]=[CH:9][C:5]([C:6]([OH:8])=[O:7])=[CH:4][N:3]=1.[NH:11]1[CH2:16][CH2:15][O:14][CH2:13][CH2:12]1>C(#N)C>[N:11]1([C:2]2[CH:10]=[CH:9][C:5]([C:6]([OH:8])=[O:7])=[CH:4][N:3]=2)[CH2:16][CH2:15][O:14][CH2:13][CH2:12]1. Run in C(C)#N (acetonitrile). The reactants are CCO, O=C(c1ccc(Cl)cc1)c1ccc([N+](=O)[O-])cc1, Cl, [K+], [OH-], O, O, Cl[Sn]Cl. Yields the product Nc1ccc(C(=O)c2ccc(Cl)cc2)cc1. RXN SMILES: [CH3:26][CH2:27][OH:28].[Cl:1][c:2]1[cH:3][cH:4][c:5]([C:8]([c:9]2[cH:10][cH:11][c:12]([N+:15]([O-:16])=[O:17])[cH:13][cH:14]2)=[O:18])[cH:6][cH:7]1.[ClH:29].[K+:25].[OH-:24].[OH2:19].[OH2:20].[Sn:21]([Cl:22])[Cl:23]>>[Cl:1][c:2]1[cH:3][cH:4][c:5]([C:8]([c:9]2[cH:10][cH:11][c:12]([NH2:15])[cH:13][cH:14]2)=[O:18])[cH:6][cH:7]1.